From a dataset of the Open Reaction Database (ORD), a public repository of structured organic reaction records. describe an organic reaction: reactants, conditions, products, and yield Reactants: Cl (HCl), C(=O)C1=CC=C(S1)C=1SC=CC1 (5-formyl-2,2'-bithiophene), C(CC(=O)O)(=O)O (malonic acid), N1CCCCC1 (piperidine). Solvent: O (water), N1=CC=CC=C1 (pyridine). The product is C(=O)(O)C(=CC1=CC=C(S1)C=1SC=CC1)C(=O)O (5-(2,2-dicarboxyethenyl)-2,2'-bithiophene). Yield: 100.4%. RXN SMILES: [CH:1]([C:3]1[S:7][C:6]([C:8]2[S:9][CH:10]=[CH:11][CH:12]=2)=[CH:5][CH:4]=1)=O.[C:13]([OH:19])(=[O:18])[CH2:14][C:15]([OH:17])=[O:16].N1CCCCC1.Cl>O.N1C=CC=CC=1>[C:15]([C:14]([C:13]([OH:19])=[O:18])=[CH:1][C:3]1[S:7][C:6]([C:8]2[S:9][CH:10]=[CH:11][CH:12]=2)=[CH:5][CH:4]=1)([OH:17])=[O:16]. Reported procedure: 3.9 g of 5-formyl-2,2'-bithiophene, 4.2 g of malonic acid, 10 ml of pyridine and 2.5 ml of piperidine were heated at 60° C. for 2 hours. After cooling, 50 ml of water was added into the mixture and acidified by diluted HCl. The crude product collected was recrystallized from ethanol to give a crystal product (5.65 g). The melting point of the product was 220°-221° C. The yield was 86%. The reactants are C(C)(C)(C)OC(CC1=CC(=C(OC2=CC=C(C(=O)OC)C=C2)C=C1)CN(S(=O)(=O)C)C)=O (methyl 4-(4-(2-tert-butoxy-2-oxoethyl)-2-((N-methylmethylsulfonamido)methyl)phenoxy)benzoate), LiOH monohydrate. Solvent: ClCCl (dichloromethane), Cl (HCl), O1CCOCC1 (dioxane), O (water). Conditions: time 5 hour. The product is C(C)(C)(C)OC(CC1=CC(=C(OC2=CC=C(C(=O)O)C=C2)C=C1)CN(S(=O)(=O)C)C)=O (4-(4-(2-tert-butoxy-2-oxoethyl)-2-((N-methylmethylsulfonamido)methyl)phenoxy)benzoic acid). The yield is 70.6%. As a reaction SMILES: [C:1]([O:5][C:6](=[O:32])[CH2:7][C:8]1[CH:24]=[CH:23][C:11]([O:12][C:13]2[CH:22]=[CH:21][C:16]([C:17]([O:19]C)=[O:18])=[CH:15][CH:14]=2)=[C:10]([CH2:25][N:26]([CH3:31])[S:27]([CH3:30])(=[O:29])=[O:28])[CH:9]=1)([CH3:4])([CH3:3])[CH3:2]>O1CCOCC1.O.ClCCl.Cl>[C:1]([O:5][C:6](=[O:32])[CH2:7][C:8]1[CH:24]=[CH:23][C:11]([O:12][C:13]2[CH:22]=[CH:21][C:16]([C:17]([OH:19])=[O:18])=[CH:15][CH:14]=2)=[C:10]([CH2:25][N:26]([CH3:31])[S:27]([CH3:30])(=[O:29])=[O:28])[CH:9]=1)([CH3:3])([CH3:2])[CH3:4]. Procedure details: To a stirred solution of methyl 4-(4-(2-tert-butoxy-2-oxoethyl)-2-((N-methylmethylsulfonamido)methyl)phenoxy)benzoate (370 mg, 0.797 mmol) in dioxane (8 ml) was added a solution of LiOH monohydrate (43.5 mg, 1.04 mmol) in water (2 ml) (0.1M solution 4:1 dioxane/water). The reaction was stirred for 5 hours, then diluted with dichloromethane and 2N HCl. The aqueous phase was extracted with dichloromethane and the combined organic layers were washed with brine and dried over MgSO4. The crude produc... Reactants: O=C([O-])[O-], CCOC(C)=O, CC(C)n1cncn1, [Cs+], [Cs+], [Cu]I, COC(=O)c1ccc2c(c1)OCCn1cc(I)nc1-2, [NH4+], CC(=O)[O-], CC(=O)[O-], CN(C)C=O, [OH-], O, [Pd+2]. Yields the product COC(=O)c1ccc2c(c1)OCCn1cc(-c3ncnn3C(C)C)nc1-2. RXN SMILES: [C:28](=[O:29])([O-:30])[O-:31].[CH3:48][CH2:49][O:50][C:51]([CH3:52])=[O:53].[CH:20]([CH3:21])([CH3:22])[n:23]1[n:24][cH:25][n:26][cH:27]1.[Cs+:32].[Cs+:33].[Cu:37][I:38].[I:1][c:2]1[n:3][c:4]2[n:5]([cH:19]1)[CH2:6][CH2:7][O:8][c:9]1[c:10]-2[cH:11][cH:12][c:13]([C:15](=[O:16])[O:17][CH3:18])[cH:14]1.[NH4+:36].[O-:40][C:41]([CH3:42])=[O:43].[O-:44][C:45]([CH3:46])=[O:47].[O:54]=[CH:55][N:56]([CH3:57])[CH3:58].[OH-:35].[OH2:34].[Pd+2:39]>>[c:2]1(-[c:27]2[n:23]([CH:20]([CH3:21])[CH3:22])[n:24][cH:25][n:26]2)[n:3][c:4]2[n:5]([cH:19]1)[CH2:6][CH2:7][O:8][c:9]1[c:10]-2[cH:11][cH:12][c:13]([C:15](=[O:16])[O:17][CH3:18])[cH:14]1. Reactants: C(C)(=O)OCC (ethyl acetate), CC(C)N1S(NC2=C(C1)C=C(C=C2)S(=O)(=O)C)(=O)=O (3,4-dihydro-3-(1-methylethyl)-6-methylsulfonyl-1H-2,1,3-benzothiadiazine-2,2-dioxide), C1(=CC=CC=C1)P(C1=CC=CC=C1)C1=CC=CC=C1 (triphenylphosphine), FC1=CC=C2C(=CNC2=C1)C=1CCN(CC1)CCO (2-(4-(6-fluoro-1H-indol-3-yl)-3,6-dihydro-1(2H)-pyridinyl)ethanol). The solvent is O (water), CN(C)C=O (DMF). Run at temperature -5 celsius, time 10 minute. The product is FC1=CC=C2C(=CNC2=C1)C=1CCN(CC1)CCN1S(N(CC2=C1C=CC(=C2)S(=O)(=O)C)C(C)C)(=O)=O (1-[2-[4-(6-fluoro-1H-indol-3-yl)-3,6-dihydro-1(2H)-pyridinyl]ethyl]-3,4-dihydro-3-(1-methylethyl)-6-methylsulfonyl-1H-2,1,3-benzothiadiazine-2,2-dioxide). Isolated yield 76.1%. Reaction SMILES: [CH3:1][CH:2]([N:4]1[CH2:9][C:8]2[CH:10]=[C:11]([S:14]([CH3:17])(=[O:16])=[O:15])[CH:12]=[CH:13][C:7]=2[NH:6][S:5]1(=[O:19])=[O:18])[CH3:3].C1(P(C2C=CC=CC=2)C2C=CC=CC=2)C=CC=CC=1.[F:39][C:40]1[CH:48]=[C:47]2[C:43]([C:44]([C:49]3[CH2:50][CH2:51][N:52]([CH2:55][CH2:56]O)[CH2:53][CH:54]=3)=[CH:45][NH:46]2)=[CH:42][CH:41]=1.C(OCC)(=O)C>CN(C=O)C.O>[F:39][C:40]1[CH:48]=[C:47]2[C:43]([C:44]([C:49]3[CH2:50][CH2:51][N:52]([CH2:55][CH2:56][N:6]4[C:7]5[CH:13]=[CH:12][C:11]([S:14]([CH3:17])(=[O:15])=[O:16])=[CH:10][C:8]=5[CH2:9][N:4]([CH:2]([CH3:1])[CH3:3])[S:5]4(=[O:19])=[O:18])[CH2:53][CH:54]=3)=[CH:45][NH:46]2)=[CH:42][CH:41]=1. Procedure details: To a stirred solution of 3,4-dihydro-3-(1-methylethyl)-6-methylsulfonyl-1H-2,1,3-benzothiadiazine-2,2-dioxide (0.38 g, 0.00125 mol), triphenylphosphine (0.39 g, 0.0015 mol) and 2-(4-(6-fluoro-1H-indol-3-yl)-3,6-dihydro-1(2H)-pyridinyl)ethanol (0.26 g, 0.0015 mol) in DMF (10 ml) at −5° C. was added dropwise under nitrogen diethyl azodicarboxylate (0.24 ml, 0.0015 mol). The reaction was stirred at −5° C. for 10 mins then allowed to warm to room temperature stirring for a further 20 mins. After the... Reactants: C(C)OC(=O)C=1NC2=C(C=CC(=C2C1)C)F (7-fluoro-4-methyl-1H-indole-2-carboxylic acid ethyl ester), C(C)(C)(C)OC(=O)N1S(O[C@H](C1)C)(=O)=O ((S)-5-methyl-2,2-dioxo-[1,2,3]oxathiazolidine-3-carboxylic acid tert-butyl ester). The product is C(C)OC(=O)C=1N(C2=C(C=CC(=C2C1)C)F)[C@@H](CNC(=O)OC(C)(C)C)C ((R)-1-(2-tert-Butoxycarbonylamino-1-methyl-ethyl)-7-fluoro-4-methyl-1H-indole-2-carboxylic acid ethyl ester). As a reaction SMILES: [CH2:1]([O:3][C:4]([C:6]1[NH:7][C:8]2[C:13]([CH:14]=1)=[C:12]([CH3:15])[CH:11]=[CH:10][C:9]=2[F:16])=[O:5])[CH3:2].[C:17]([O:21][C:22]([N:24]1[CH2:28][C@H:27]([CH3:29])OS1(=O)=O)=[O:23])([CH3:20])([CH3:19])[CH3:18]>>[CH2:1]([O:3][C:4]([C:6]1[N:7]([C@H:27]([CH3:29])[CH2:28][NH:24][C:22]([O:21][C:17]([CH3:20])([CH3:19])[CH3:18])=[O:23])[C:8]2[C:13]([CH:14]=1)=[C:12]([CH3:15])[CH:11]=[CH:10][C:9]=2[F:16])=[O:5])[CH3:2]. Procedure: The title compound was prepared in accordance with the general method of example 12b) from 7-fluoro-4-methyl-1H-indole-2-carboxylic acid ethyl ester and (S)-5-methyl-2,2-dioxo-[1,2,3]oxathiazolidine-3-carboxylic acid tert-butyl ester. Reactants: ClC1=C(C#N)C=C(C(=N1)NC1=NNC(=C1)C)Cl (2,5-dichloro-6-[(5-methyl-1H-pyrazol-3-yl)amino]nicotinonitrile), N1=C(C=CC=C1)N (2-pyridyl amine), FC=1C=CC(=NC1)[C@H](C)N ([(1S)-1-(5-fluoropyridin-2-yl)ethyl]amine), CCN(C(C)C)C(C)C (DIEA). Run in C(CCC)O (n-butanol). Conditions: temperature 150 celsius, time 3 hour. Product: ClC=1C(=NC(=C(C#N)C1)N[C@@H](C)C1=NC=C(C=C1)F)NC1=NNC(=C1)C (5-Chloro-2-{[(1S)-1-(5-fluoropyridin-2-yl)ethyl]amino}-6-[(5-methyl-1H-pyrazol-3-yl)amino]nicotinonitrile). Isolated yield 10.5%. RXN SMILES: Cl[C:2]1[N:9]=[C:8]([NH:10][C:11]2[CH:15]=[C:14]([CH3:16])[NH:13][N:12]=2)[C:7]([Cl:17])=[CH:6][C:3]=1[C:4]#[N:5].[F:18][C:19]1[CH:20]=[CH:21][C:22]([C@@H:25]([NH2:27])[CH3:26])=[N:23][CH:24]=1.CCN(C(C)C)C(C)C.N1C=CC=CC=1N>C(O)CCC>[Cl:17][C:7]1[C:8]([NH:10][C:11]2[CH:15]=[C:14]([CH3:16])[NH:13][N:12]=2)=[N:9][C:2]([NH:27][C@H:25]([C:22]2[CH:21]=[CH:20][C:19]([F:18])=[CH:24][N:23]=2)[CH3:26])=[C:3]([CH:6]=1)[C:4]#[N:5]. Procedure details: To a 10-ml microwave vessel was added, 2,5-dichloro-6-[(5-methyl-1H-pyrazol-3-yl)amino]nicotinonitrile (Method 60, 8 mmol), [(1S)-1-(5-fluoropyridin-2-yl)ethyl]amine (Method 33, 8 mmol, 97 wt % solution in dioxane), DIEA (0.3 ml, 1.66 mmol), and n-butanol (4 ml). The vessel was then sealed and subjected to microwave heating at 150° C. for 3 hours. After 3 hours, more 2-pyridyl amine (100 mg, 0.69 mmol) was added. The resulting mixture was purified by silica gel chromatography (Biotage Horizon Sy...